This data is from the Open Reaction Database (ORD), a public repository of structured organic reaction records. The task is: describe an organic reaction: reactants, conditions, products, and yield Starting materials: C1(CC1)S(=O)(=O)N (cyclopropanesulfonamide), [H-].[Na+] (sodium hydride), CC1(C(NC2=CC=C(C=C2C1)C(=O)O)C1=CC(=CC=C1)N1C(C(N(CC1)C)=O)=O)C (3,3-dimethyl-2-[3-(4-methyl-2,3-dioxo-piperazin-1-yl)-phenyl]-1,2,3,4-tetrahydro-quinoline-6-carboxylic acid), C(=O)(N1C=NC=C1)N1C=NC=C1 (1,1′-carbonyldiimidazole), [H-].[Na+] (sodium hydride), C1(CC1)S(=O)(=O)N (cyclopropanesulfonamide). Run in CN(C=O)C (N,N-dimethylformamide), CN(C=O)C (N,N-dimethylformamide), CN(C=O)C (N,N-dimethylformamide). Run at temperature 25 celsius, time 1 hour. Yields the product CC1(C(NC2=CC=C(C=C2C1)C(=O)NS(=O)(=O)C1CC1)C1=CC(=CC=C1)N1C(C(N(CC1)C)=O)=O)C (cyclopropanesulfonic acid {3,3-dimethyl-2-[3-(4-methyl-2,3-dioxo-piperazin-1-yl)-phenyl]-1,2,3,4-tetrahydro-quinoline-6-carbonyl}-amide). The yield is 20.0%. Reaction SMILES: [H-].[Na+].[CH:3]1([S:6]([NH2:9])(=[O:8])=[O:7])[CH2:5][CH2:4]1.[CH3:10][C:11]1([CH3:39])[CH2:20][C:19]2[C:14](=[CH:15][CH:16]=[C:17]([C:21](O)=[O:22])[CH:18]=2)[NH:13][CH:12]1[C:24]1[CH:29]=[CH:28][CH:27]=[C:26]([N:30]2[CH2:35][CH2:34][N:33]([CH3:36])[C:32](=[O:37])[C:31]2=[O:38])[CH:25]=1.C(N1C=CN=C1)(N1C=CN=C1)=O>CN(C)C=O>[CH3:10][C:11]1([CH3:39])[CH2:20][C:19]2[C:14](=[CH:15][CH:16]=[C:17]([C:21]([NH:9][S:6]([CH:3]3[CH2:5][CH2:4]3)(=[O:8])=[O:7])=[O:22])[CH:18]=2)[NH:13][CH:12]1[C:24]1[CH:29]=[CH:28][CH:27]=[C:26]([N:30]2[CH2:35][CH2:34][N:33]([CH3:36])[C:32](=[O:37])[C:31]2=[O:38])[CH:25]=1 |f:0.1|. Reported procedure: To a suspension of 60% sodium hydride (192 mg, 4.8 mmol) in N,N-dimethylformamide (2.5 mL) was added cyclopropanesulfonamide (593 mg, 4.9 mmol) at room temperature. The resulting mixture was stirred at 25° C. for 1 h. A solution of 3,3-dimethyl-2-[3-(4-methyl-2,3-dioxo-piperazin-1-yl)-phenyl]-1,2,3,4-tetrahydro-quinoline-6-carboxylic acid (200 mg, 0.5 mmol) and 1,1′-carbonyldiimidazole (200 mg, 1.2 mmol) in N,N-dimethylformamide (2.0 mL) was stirred at 70° C. After stirring at 70° C. for 1 h, th...